Task: describe an organic reaction: reactants, conditions, products, and yield. Dataset: the Open Reaction Database (ORD), a public repository of structured organic reaction records Starting materials: CCOC(=O)c1c(S(=O)(=O)c2ccc(C)cc2)nc(-c2ccccc2)c([N+](=O)[O-])c1C(=O)OCC, CC(=O)O, CCO, [Fe]. Product: CCOC(=O)c1c(S(=O)(=O)c2ccc(C)cc2)nc(-c2ccccc2)c(N)c1C(=O)OCC. Reaction SMILES: [CH2:1]([CH3:2])[O:3][C:4](=[O:5])[c:6]1[c:7]([S:26](=[O:27])(=[O:28])[c:29]2[cH:30][cH:31][c:32]([CH3:35])[cH:33][cH:34]2)[n:8][c:9](-[c:20]2[cH:21][cH:22][cH:23][cH:24][cH:25]2)[c:10]([N+:17]([O-:18])=[O:19])[c:11]1[C:12](=[O:13])[O:14][CH2:15][CH3:16].[CH3:36][C:37](=[O:38])[OH:39].[CH3:40][CH2:41][OH:42].[Fe:43]>>[CH2:1]([CH3:2])[O:3][C:4](=[O:5])[c:6]1[c:7]([S:26](=[O:27])(=[O:28])[c:29]2[cH:30][cH:31][c:32]([CH3:35])[cH:33][cH:34]2)[n:8][c:9](-[c:20]2[cH:21][cH:22][cH:23][cH:24][cH:25]2)[c:10]([NH2:17])[c:11]1[C:12](=[O:13])[O:14][CH2:15][CH3:16]. Starting materials: FC=1C=C(C=CC1)CCCC(=O)O (4-(3-fluorophenyl)butanoic acid), polyphosphoric acid. Run in O (water). Run at temperature 70 celsius, time 2 hour. Product: FC=1C=C2CCCC(C2=CC1)=O (6-Fluoro-3,4-dihydro-2H-naphthalene-1-one). Yield: 70.6%. As a reaction SMILES: [F:1][C:2]1[CH:3]=[C:4]([CH2:8][CH2:9][CH2:10][C:11]([OH:13])=O)[CH:5]=[CH:6][CH:7]=1>O>[F:1][C:2]1[CH:3]=[C:4]2[C:5](=[CH:6][CH:7]=1)[C:11](=[O:13])[CH2:10][CH2:9][CH2:8]2. Procedure: A mixture of 4-(3-fluorophenyl)butanoic acid (10 g) and polyphosphoric acid (100 g) was heated to 70° C. with stirring for 2 h. The reaction mixture was cooled and water was carefully added (400 cm3). The aqueous mixture was extracted with diethyl ether (3×75 cm3) and the combined extracts were washed sequentially with aqueous potassium hydroxide solution (1 M, 75 cm3), water (75 cm3) and saturated aqueous sodium chloride solution (75 cm3). The combined organic extracts were dried (Na2SO4), and ... Reactants: CCC(CC)C(O)c1ccnn1OCc1ccccc1, C1CCOC1, CCOC(=O)N=NC(=O)OCC, c1ccc(P(c2ccccc2)c2ccccc2)cc1, [N-]=[N+]=NP(=O)(c1ccccc1)c1ccccc1. Product: CCC(CC)C(N=[N+]=[N-])c1ccnn1OCc1ccccc1. As a reaction SMILES: [CH2:1]([c:2]1[cH:3][cH:4][cH:5][cH:6][cH:7]1)[O:8][n:9]1[n:10][cH:11][cH:12][c:13]1[CH:14]([CH:15]([CH2:16][CH3:17])[CH2:18][CH3:19])[OH:20].[CH2:69]1[O:70][CH2:71][CH2:72][CH2:73]1.[O:40]=[C:41]([O:42][CH2:43][CH3:44])[N:45]=[N:46][C:47]([O:48][CH2:49][CH3:50])=[O:51].[c:21]1([P:22]([c:23]2[cH:24][cH:25][cH:26][cH:27][cH:28]2)[c:29]2[cH:30][cH:31][cH:32][cH:33][cH:34]2)[cH:35][cH:36][cH:37][cH:38][cH:39]1.[c:52]1([P:53]([c:54]2[cH:55][cH:56][cH:57][cH:58][cH:59]2)(=[O:60])[N:66]=[N+:67]=[N-:68])[cH:61][cH:62][cH:63][cH:64][cH:65]1>>[CH2:1]([c:2]1[cH:3][cH:4][cH:5][cH:6][cH:7]1)[O:8][n:9]1[n:10][cH:11][cH:12][c:13]1[CH:14]([CH:15]([CH2:16][CH3:17])[CH2:18][CH3:19])[N:66]=[N+:67]=[N-:68]. Reactants: C(C)(C)OC(NC(C)C)=NC(C)C (O-isopropyl-N,N'-diisopropyl-isourea), CC1([C@@H]([C@@H]1\C=C/C(=O)O)C(=O)OC(C)(C)C)C (tert.-butyl(1R,cis)2,2-dimethyl-3-[Z-2-carboxyethenyl]-cyclopropane-carboxylate). Run in C(C)(=O)OCC (ethyl acetate). Run at time 1 hour. Yields the product CC1([C@@H]([C@@H]1\C=C/C(=O)OC(C)C)C(=O)OC(C)(C)C)C (tert.-butyl(1R,cis)2,2-dimethyl-3-[Z-2-(isopropoxycarbonyl)-ethenyl]-cyclopropane-carboxylate). Yield: 33.0%. As a reaction SMILES: [CH:1](OC(=NC(C)C)NC(C)C)([CH3:3])[CH3:2].[CH3:14][C:15]1([CH3:30])[C@@H:17](/[CH:18]=[CH:19]\[C:20]([OH:22])=[O:21])[C@H:16]1[C:23]([O:25][C:26]([CH3:29])([CH3:28])[CH3:27])=[O:24]>C(OCC)(=O)C>[CH3:14][C:15]1([CH3:30])[C@@H:17](/[CH:18]=[CH:19]\[C:20]([O:22][CH:1]([CH3:3])[CH3:2])=[O:21])[C@H:16]1[C:23]([O:25][C:26]([CH3:29])([CH3:28])[CH3:27])=[O:24]. Procedure: 2 g of O-isopropyl-N,N'-diisopropyl-isourea were added to a mixture of 2.7 g of the product of Step A and 10 ml of ethyl acetate and the mixture was stirred at room temperature for one hour, refluxed for 90 minutes and then cooled to 20° C. The mixture was filtered and the filtrate was evaporated to dryness under reduced pressure. The 3.5 g of oil residue were chromatographed over silica gel and eluted with a 7-3 benzene-cyclohexane mixture to obtain 1 g of tert.-butyl(1R,cis)2,2-dimethyl-3-[Z-2... The reactants are N[C@H]([C@H](O)C=1C=CC(=C(C1)NS(=O)(=O)C)O)C (N-(5-((1R,2S)-2-Amino-1-hydroxypropyl)-2-hydroxyphenyl)methanesulfonamide), C(C)OC=1C=C(C=O)C=C(C1)OCC (3,5-diethoxybenzaldehyde). Solvent: CO (methanol). Conditions: time 2.5 hour. The product is C(C)OC=1C=C(CN[C@H]([C@H](O)C=2C=CC(=C(C2)NS(=O)(=O)C)O)C)C=C(C1)OCC (N-(5-((1R,2S)-2-(3,5-Diethoxybenzylamino)-1-hydroxypropyl)-2-hydroxyphenyl)methanesulfonamide). Isolated yield 53.5%. As a reaction SMILES: [NH2:1][C@@H:2]([CH3:17])[C@@H:3]([C:5]1[CH:6]=[CH:7][C:8]([OH:16])=[C:9]([NH:11][S:12]([CH3:15])(=[O:14])=[O:13])[CH:10]=1)[OH:4].[CH2:18]([O:20][C:21]1[CH:22]=[C:23]([CH:26]=[C:27]([O:29][CH2:30][CH3:31])[CH:28]=1)[CH:24]=O)[CH3:19]>CO>[CH2:30]([O:29][C:27]1[CH:26]=[C:23]([CH:22]=[C:21]([O:20][CH2:18][CH3:19])[CH:28]=1)[CH2:24][NH:1][C@@H:2]([CH3:17])[C@@H:3]([C:5]1[CH:6]=[CH:7][C:8]([OH:16])=[C:9]([NH:11][S:12]([CH3:15])(=[O:14])=[O:13])[CH:10]=1)[OH:4])[CH3:31]. Procedure details: Borane-pyridine complex (155 μL, 1.46 mmol) was added to a methanol solution (3.3 mL) of an amine (3) (127 mg, 0.486 mmol) and 3,5-diethoxybenzaldehyde (123 mg, 0.632 mmol) at 40° C. and the mixture was stirred for 2.5 hours. The reaction mixture was allowed to cool to room temperature and extracted after addition of water with a mixed solvent (ethyl acetate: methanol=10:1), and the organic layer was washed with saturated aqueous sodium chloride solution. The organic layer was dried and concentr... The reactants are FC1=C(C(=C(C2=CC=CC=C12)F)F)F (tetrafluoro naphthalene), FC1(C(C=CC2=CC=CC=C12)(F)F)F (1,1,2,2-tetrafluoro-1,2-dihydronaphthalene), [NH4+].[OH-] (NH4OH). The reagents and catalysts are [Zn] (zinc). Run in C1CCOC1 (THF). Conditions: time 4 hour. Yields the product FC1=C(C=CC2=CC=CC=C12)F (1,2-difluoronaphthalene). Isolated yield 95.0%. RXN SMILES: [F:1][C:2]1[C:11]2[C:6](=[CH:7][CH:8]=[CH:9][CH:10]=2)[C:5](F)=[C:4](F)[C:3]=1[F:14].FC1(F)C2C(=CC=CC=2)C=CC1(F)F.[NH4+].[OH-]>C1COCC1.[Zn]>[F:1][C:2]1[C:11]2[C:6](=[CH:7][CH:8]=[CH:9][CH:10]=2)[CH:5]=[CH:4][C:3]=1[F:14] |f:2.3|. Procedure details: A solution of the tetrafluoro naphthalene, 1,1,2,2-tetrafluoro-1,2-dihydronaphthalene (5.25 g , 25.66 mmol) in THF (15 ml) was treated with 30% aqueous NH4OH (30 ml) and zinc (8.45 g, 130 mmol) (powder) and stirred under N2 for 4 hours at RT. The reaction was monitored by GC/MS for disappearance of the starting material and found to be complete. The solution was filtered, extracted with hexane (30 ml), and filtered through a short silica column (20 g). The hexane solution was evaporated in vacuo... Reactants: CC(C)(C)OC(=O)N1CCC(n2cc3c(n2)CCc2c-3sc3ncnc(Nc4ccc(OCc5cccc(F)c5)c(Cl)c4)c23)CC1, ClCCl, O=C(O)C(F)(F)F. Product: Fc1cccc(COc2ccc(Nc3ncnc4sc5c(c34)CCc3nn(C4CCNCC4)cc3-5)cc2Cl)c1. Reaction SMILES: [Cl:1][c:2]1[cH:3][c:4]([NH:17][c:18]2[n:19][cH:20][n:21][c:22]3[c:23]2[c:24]2[c:25]([s:46]3)-[c:26]3[cH:27][n:28]([CH:33]4[CH2:34][CH2:35][N:36]([C:39]([O:40][C:41]([CH3:42])([CH3:43])[CH3:44])=[O:45])[CH2:37][CH2:38]4)[n:29][c:30]3[CH2:31][CH2:32]2)[cH:5][cH:6][c:7]1[O:8][CH2:9][c:10]1[cH:11][c:12]([F:16])[cH:13][cH:14][cH:15]1.[Cl:54][CH2:55][Cl:56].[OH:47][C:48]([C:49]([F:50])([F:51])[F:52])=[O:53]>>[Cl:1][c:2]1[cH:3][c:4]([NH:17][c:18]2[n:19][cH:20][n:21][c:22]3[c:23]2[c:24]2[c:25]([s:46]3)-[c:26]3[cH:27][n:28]([CH:33]4[CH2:34][CH2:35][NH:36][CH2:37][CH2:38]4)[n:29][c:30]3[CH2:31][CH2:32]2)[cH:5][cH:6][c:7]1[O:8][CH2:9][c:10]1[cH:11][c:12]([F:16])[cH:13][cH:14][cH:15]1. Starting materials: NC=1C=C2C(CCOC2=CC1)O (6-Amino-chroman-4-ol), FC(C1=CC=C(C=N1)CC#N)(F)F ((6-Trifluoromethyl-pyridin-3-yl)-acetonitrile), C(C)(=O)OC([C@@H](O)C1=CC=CC=C1)=O ((S)-(+)-O-acetyl-L-mandelic acid). The product is O[C@H](C(=O)N(CCC=1C=NC(=CC1)C(F)(F)F)C=1C=C2[C@H](CCOC2=CC1)O)C1=CC=CC=C1 ((S)-2-Hydroxy-N-((S)-4-hydroxy-chroman-6-yl)-2-phenyl-N-[2-(6-trifluoromethyl-pyridin-3-yl)-ethyl]-acetamide). As a reaction SMILES: [NH2:1][C:2]1[CH:3]=[C:4]2[C:9](=[CH:10][CH:11]=1)[O:8][CH2:7][CH2:6][CH:5]2[OH:12].[F:13][C:14]([F:25])([F:24])[C:15]1[N:20]=[CH:19][C:18]([CH2:21][C:22]#N)=[CH:17][CH:16]=1.C([O:29][C:30](=O)[C@H:31]([C:33]1[CH:38]=[CH:37][CH:36]=[CH:35][CH:34]=1)[OH:32])(=O)C>>[OH:32][C@@H:31]([C:33]1[CH:38]=[CH:37][CH:36]=[CH:35][CH:34]=1)[C:30]([N:1]([C:2]1[CH:3]=[C:4]2[C:9](=[CH:10][CH:11]=1)[O:8][CH2:7][CH2:6][C@@H:5]2[OH:12])[CH2:22][CH2:21][C:18]1[CH:19]=[N:20][C:15]([C:14]([F:25])([F:24])[F:13])=[CH:16][CH:17]=1)=[O:29]. Reported procedure: In analogy to example 55, 6-Amino-chroman-4-ol (WO 2003063794), (6-Trifluoromethyl-pyridin-3-yl)-acetonitrile & (S)-(+)-O-acetyl-L-mandelic acid were successively coupled then hydrolysed to give after silica gel chromatography the target compound. MS(m/e): 473.1 [M+H]+.